Dataset: the Open Reaction Database (ORD), a public repository of structured organic reaction records. Task: describe an organic reaction: reactants, conditions, products, and yield Starting materials: Cl (hydrochloric acid), COC1=CC=C(CN(C2=NC=C(C=N2)C=2C3=C(N=C(N2)N2CCOCC2)NCC3)CC3=CC=C(C=C3)OC)C=C1 (bis-(4-methoxy-benzyl)-[5-(2-morpholin-4-yl-6,7-dihydro-5H-pyrrolo[2,3-d]pyrimidin-4-yl)-pyrimidin-2-yl]-amine), BrC1=CC=C(C(=O)O)C=C1 (4-bromobenzoic acid), CC(C)C1=CC(=C(C(=C1)C(C)C)C2=C(C=CC=C2)P(C3CCCCC3)C4CCCCC4)C(C)C (X-Phos), P(=O)([O-])([O-])[O-].[K+].[K+].[K+] (potassium phosphate). The reagents and catalysts are [Pd].[Pd].C(C1=CC=CC=C1)=CC(=O)C=CC1=CC=CC=C1.C(C1=CC=CC=C1)=CC(=O)C=CC1=CC=CC=C1.C(C1=CC=CC=C1)=CC(=O)C=CC1=CC=CC=C1 (tris(dibenzylideneacetone) dipalladium). Solvent: O (water), CN(C=O)C (dimethylformamide). Reaction conditions: temperature 100 celsius, time 16 hour. The product is COC1=CC=C(CN(C2=NC=C(C=N2)C=2C3=C(N=C(N2)N2CCOCC2)N(CC3)C3=CC=C(C(=O)O)C=C3)CC3=CC=C(C=C3)OC)C=C1 (4-(4-{2-[bis-(4-methoxy-benzyl)-amino]-pyrimidin-5-yl}-2-morpholin-4-yl-5,6-dihydro-pyrrolo[2,3-d]pyrimidin-7-yl)-benzoic acid), solid. Isolated yield 100.0%. RXN SMILES: [CH3:1][O:2][C:3]1[CH:40]=[CH:39][C:6]([CH2:7][N:8]([CH2:30][C:31]2[CH:36]=[CH:35][C:34]([O:37][CH3:38])=[CH:33][CH:32]=2)[C:9]2[N:14]=[CH:13][C:12]([C:15]3[C:16]4[CH2:29][CH2:28][NH:27][C:17]=4[N:18]=[C:19]([N:21]4[CH2:26][CH2:25][O:24][CH2:23][CH2:22]4)[N:20]=3)=[CH:11][N:10]=2)=[CH:5][CH:4]=1.Br[C:42]1[CH:50]=[CH:49][C:45]([C:46]([OH:48])=[O:47])=[CH:44][CH:43]=1.CC(C1C=C(C(C)C)C(C2C=CC=CC=2P(C2CCCCC2)C2CCCCC2)=C(C(C)C)C=1)C.P([O-])([O-])([O-])=O.[K+].[K+].[K+].Cl>[Pd].[Pd].C(=CC(C=CC1C=CC=CC=1)=O)C1C=CC=CC=1.C(=CC(C=CC1C=CC=CC=1)=O)C1C=CC=CC=1.C(=CC(C=CC1C=CC=CC=1)=O)C1C=CC=CC=1.O.CN(C)C=O>[CH3:38][O:37][C:34]1[CH:33]=[CH:32][C:31]([CH2:30][N:8]([CH2:7][C:6]2[CH:5]=[CH:4][C:3]([O:2][CH3:1])=[CH:40][CH:39]=2)[C:9]2[N:10]=[CH:11][C:12]([C:15]3[C:16]4[CH2:29][CH2:28][N:27]([C:42]5[CH:50]=[CH:49][C:45]([C:46]([OH:48])=[O:47])=[CH:44][CH:43]=5)[C:17]=4[N:18]=[C:19]([N:21]4[CH2:26][CH2:25][O:24][CH2:23][CH2:22]4)[N:20]=3)=[CH:13][N:14]=2)=[CH:36][CH:35]=1 |f:3.4.5.6,8.9.10.11.12|. Reported procedure: A dimethylformamide solution (15 ml) of bis-(4-methoxy-benzyl)-[5-(2-morpholin-4-yl-6,7-dihydro-5H-pyrrolo[2,3-d]pyrimidin-4-yl)-pyrimidin-2-yl]-amine (700 mg, 1.30 mmol), 4-bromobenzoic acid (313 mg, 1.56 mmol), tris(dibenzylideneacetone) dipalladium (29.7 mg, 0.0324 mmol), X-Phos (61.8 mg, 0.130 mmol) and potassium phosphate (881 mg, 4.15 mmol) was degassed under ultrasonic irradiation, and stirred at 100° C. for 16 hours under a nitrogen atmosphere. After the reaction mixture was cooled to ro... Starting materials: CC(C)(C#N)c1cccc(C(=O)O)c1, Cc1ccccc1, O=S(Cl)Cl. Yields the product CC(C)(C#N)c1cccc(C(=O)Cl)c1. RXN SMILES: [C:1](#[N:2])[C:3]([CH3:4])([CH3:5])[c:6]1[cH:7][c:8]([C:9](=[O:10])[OH:11])[cH:12][cH:13][cH:14]1.[CH3:19][c:20]1[cH:21][cH:22][cH:23][cH:24][cH:25]1.[S:15]([Cl:16])([Cl:17])=[O:18]>>[C:1](#[N:2])[C:3]([CH3:4])([CH3:5])[c:6]1[cH:7][c:8]([C:9](=[O:10])[Cl:17])[cH:12][cH:13][cH:14]1. The product is BrC=1C(=NSC1NC(=O)[C@H]1[C@@H](C1)C)C1=CC=C(C=C1)OCC ((R,R)—N-[4-bromo-3-(4-ethoxyphenyl)isothiazol-5-yl]-2-methylcyclopropane-carboxamide). RXN SMILES: Br[C:2]1[C:6]([Br:7])=[C:5]([NH:8][C:9]([C@@H:11]2[CH2:13][C@H:12]2[CH3:14])=[O:10])[S:4][N:3]=1.[CH2:15]([O:17][C:18]1[CH:23]=[CH:22][C:21](B(O)O)=[CH:20][CH:19]=1)[CH3:16].CN(C=O)C.C(=O)([O-])[O-].[Na+].[Na+]>CCOC(C)=O.C1C=CC([P]([Pd]([P](C2C=CC=CC=2)(C2C=CC=CC=2)C2C=CC=CC=2)([P](C2C=CC=CC=2)(C2C=CC=CC=2)C2C=CC=CC=2)[P](C2C=CC=CC=2)(C2C=CC=CC=2)C2C=CC=CC=2)(C2C=CC=CC=2)C2C=CC=CC=2)=CC=1.C1(C)C=CC=CC=1>[Br:7][C:6]1[C:2]([C:21]2[CH:22]=[CH:23][C:18]([O:17][CH2:15][CH3:16])=[CH:19][CH:20]=2)=[N:3][S:4][C:5]=1[NH:8][C:9]([C@@H:11]1[CH2:13][C@H:12]1[CH3:14])=[O:10] |f:3.4.5,^1:47,49,68,87|. Solvent: C1(=CC=CC=C1)C (toluene), CCOC(=O)C (EtOAc). Conditions: temperature 60 celsius. Isolated yield 53.5%. Reagents/catalysts: C=1C=CC(=CC1)[P](C=2C=CC=CC2)(C=3C=CC=CC3)[Pd]([P](C=4C=CC=CC4)(C=5C=CC=CC5)C=6C=CC=CC6)([P](C=7C=CC=CC7)(C=8C=CC=CC8)C=9C=CC=CC9)[P](C=1C=CC=CC1)(C=1C=CC=CC1)C=1C=CC=CC1 (Pd(PPh3)4), C=1C=CC(=CC1)[P](C=2C=CC=CC2)(C=3C=CC=CC3)[Pd]([P](C=4C=CC=CC4)(C=5C=CC=CC5)C=6C=CC=CC6)([P](C=7C=CC=CC7)(C=8C=CC=CC8)C=9C=CC=CC9)[P](C=1C=CC=CC1)(C=1C=CC=CC1)C=1C=CC=CC1 (Pd(PPh3)4). Reactants: C([O-])([O-])=O.[Na+].[Na+] (sodium carbonate), BrC1=NSC(=C1Br)NC(=O)[C@H]1[C@@H](C1)C ((R,R)—N-[3,4-dibromoisothiazol-5-yl]-2-methylcyclopropane-carboxamide), C(C)OC1=CC=C(C=C1)B(O)O ((4-ethoxyphenyl)boronic acid), CN(C)C=O (DMF). Procedure details: Degas a solution of (R,R)—N-[3,4-dibromoisothiazol-5-yl]-2-methylcyclopropane-carboxamide (0.500 g, 1.471 mmol), (4-ethoxyphenyl)boronic acid (0.485 g, 2.941 mmol), DMF (3 mL) and toluene (29 mL) with nitrogen. Add sodium carbonate (2 M) (4.41 mmol) and Pd(PPh3)4 (0.255 g, 0.221 mmol); then seal under nitrogen. Heat at 60° C. overnight. Add 100 mg of Pd(PPh3)4 and heat for 1 more day. Dilute with EtOAc and wash with brine. Separate and evaporate. Chromatography on silica gel, eluting with 15-50%...